Dataset: the Open Reaction Database (ORD), a public repository of structured organic reaction records. Task: describe an organic reaction: reactants, conditions, products, and yield The reactants are N1=CC=CC=C1 (pyridine), C(C)(=O)OC(C)=O (acetic anhydride), BrN1C(CCC1=O)=O (N-bromosuccinimide), crude product, NC=1C=C(C(=O)OC)C=CC1C (methyl 3-amino-4-methylbenzoate). The solvent is CCCCCC (hexane), CCOCC (ether), C(Cl)(Cl)(Cl)Cl (CCl4). Run at time 4 hour. The product is NC=1C(=C(C(=O)OC)C=CC1C)Br (methyl 3-amino-2-bromo-4-methylbenzoate). The yield is 59.4%. RXN SMILES: [NH2:1][C:2]1[CH:3]=[C:4]([CH:9]=[CH:10][C:11]=1[CH3:12])[C:5]([O:7][CH3:8])=[O:6].[Br:13]N1C(=O)CCC1=O.N1C=CC=CC=1.C(OC(=O)C)(=O)C>CCCCCC.CCOCC.C(Cl)(Cl)(Cl)Cl>[NH2:1][C:2]1[C:3]([Br:13])=[C:4]([CH:9]=[CH:10][C:11]=1[CH3:12])[C:5]([O:7][CH3:8])=[O:6]. Procedure: A mixture of 16.5 g (100 mmol) of methyl 3-amino-4-methylbenzoate and 300 ml of CCl4 was treated with 18.6 g (105 mmol) of N-bromosuccinimide and stirred at ambient temperature for four hours. The reaction mixture was filtered, and the filtrate was evaporated at reduced pressure to afford an amber oil. To remove material resulting from bromination at the 6-position, the crude product was taken up in 100 ml of hexane and 60 ml of ether and treated with 3.96 g (50.0 mmol) of pyridine and 3.06 g (3... Starting materials: CCOC(C)=O, CCO, CCNC(=O)N(CC)c1ccc(C(F)(F)F)cc1CN(Cc1cc(C(F)(F)F)cc(C(F)(F)F)c1)c1ncc(OCCCC(=O)OCC)cn1, [Na+], [OH-]. Product: CCNC(=O)N(CC)c1ccc(C(F)(F)F)cc1CN(Cc1cc(C(F)(F)F)cc(C(F)(F)F)c1)c1ncc(OCCCC(=O)O)cn1. Reaction SMILES: [CH3:53][CH2:54][O:55][C:56](=[O:57])[CH3:58].[CH3:59][CH2:60][OH:61].[F:1][C:2]([c:3]1[cH:4][c:5]([CH2:6][N:7]([c:8]2[n:9][cH:10][c:11]([O:14][CH2:15][CH2:16][CH2:17][C:18](=[O:19])[O:20][CH2:21][CH3:22])[cH:12][n:13]2)[CH2:23][c:24]2[c:25]([N:34]([C:35](=[O:36])[NH:37][CH2:38][CH3:39])[CH2:40][CH3:41])[cH:26][cH:27][c:28]([C:30]([F:31])([F:32])[F:33])[cH:29]2)[cH:42][c:43]([C:45]([F:46])([F:47])[F:48])[cH:44]1)([F:49])[F:50].[Na+:52].[OH-:51]>>[F:1][C:2]([c:3]1[cH:4][c:5]([CH2:6][N:7]([c:8]2[n:9][cH:10][c:11]([O:14][CH2:15][CH2:16][CH2:17][C:18](=[O:19])[OH:20])[cH:12][n:13]2)[CH2:23][c:24]2[c:25]([N:34]([C:35](=[O:36])[NH:37][CH2:38][CH3:39])[CH2:40][CH3:41])[cH:26][cH:27][c:28]([C:30]([F:31])([F:32])[F:33])[cH:29]2)[cH:42][c:43]([C:45]([F:46])([F:47])[F:48])[cH:44]1)([F:49])[F:50]. The reactants are ClC1=CC=C2[C@@]3(C(NC2=C1)=O)C1(N[C@H]([C@@H]3C3=C(C(=CC=C3)Cl)F)C(=O)O)CC(C1)(CF)CF ((3′R,4′S,5′R)-6″-chloro-4′-(3-chloro-2-fluorophenyl)-3,3-bis(fluoromethyl)-2″-oxo-1″,2″-dihydrodispiro[cyclobutane-1,2′-pyrrolidine-3′,3″-indole]-5′-carboxylic acid), Cl.N[C@@H]1CC[C@H](CC1)C(=O)N(C)C (trans-4-amino-N,N-dimethylcyclohexanecarboxamide hydrochloride). The yield is 68.0%. Procedure: The compound (70 mg, 0.14 mmol) obtained in Step 1 of Example 121 and trans-4-amino-N,N-dimethylcyclohexanecarboxamide hydrochloride (WO2008/068171) (29 mg, 0.17 mmol) were used as starting materials and treated in the same way as in Step 2 of Example 12 to give 62 mg (68%) of the title compound as a colorless amorphous solid. RXN SMILES: [Cl:1][C:2]1[CH:10]=[C:9]2[C:5]([C@@:6]3([C@@H:15]([C:16]4[CH:21]=[CH:20][CH:19]=[C:18]([Cl:22])[C:17]=4[F:23])[C@H:14]([C:24](O)=[O:25])[NH:13][C:12]43[CH2:29][C:28]([CH2:32][F:33])([CH2:30][F:31])[CH2:27]4)[C:7](=[O:11])[NH:8]2)=[CH:4][CH:3]=1.Cl.[NH2:35][C@H:36]1[CH2:41][CH2:40][C@H:39]([C:42]([N:44]([CH3:46])[CH3:45])=[O:43])[CH2:38][CH2:37]1>>[Cl:1][C:2]1[CH:10]=[C:9]2[C:5]([C@@:6]3([C@@H:15]([C:16]4[CH:21]=[CH:20][CH:19]=[C:18]([Cl:22])[C:17]=4[F:23])[C@H:14]([C:24]([NH:35][C@H:36]4[CH2:37][CH2:38][C@H:39]([C:42](=[O:43])[N:44]([CH3:45])[CH3:46])[CH2:40][CH2:41]4)=[O:25])[NH:13][C:12]43[CH2:27][C:28]([CH2:30][F:31])([CH2:32][F:33])[CH2:29]4)[C:7](=[O:11])[NH:8]2)=[CH:4][CH:3]=1 |f:1.2|. The product is ClC1=CC=C2[C@@]3(C(NC2=C1)=O)C1(N[C@H]([C@@H]3C3=C(C(=CC=C3)Cl)F)C(=O)N[C@@H]3CC[C@H](CC3)C(N(C)C)=O)CC(C1)(CF)CF ((3′R,4′S,5′R)-6″-chloro-4′-(3-chloro-2-fluorophenyl)-N-[trans-4-(dimethylcarbamoyl)cyclohexyl]-3,3-bis(fluoromethyl)-2″-oxo-1″,2″-dihydrodispiro[cyclobutane-1,2′-pyrrolidine-3′,3″-indole]-5′-carboxamide). Starting materials: BrC=1C(=NC=C(C(=O)NC2=CC(=C(C=C2)OC(F)(F)F)F)C1)N1C[C@@H](CC1)O ((R)-5-bromo-N-(3-fluoro-4-(trifluoromethoxy)phenyl)-6-(3-hydroxypyrrolidin-1-yl)nicotinamide), CC1(OB(OC1(C)C)C=1C=NC=C(C#N)C1)C (5-(4,4,5,5-tetramethyl-1,3,2-dioxaborolan-2-yl)nicotinonitrile). Yields the product C(#N)C=1C=C(C=NC1)C=1C(=NC=C(C1)C(=O)NC1=CC(=C(C=C1)OC(F)(F)F)F)N1C[C@@H](CC1)O ((R)-5′-Cyano-N-(3-fluoro-4-(trifluoromethoxy)phenyl)-2-(3-hydroxypyrrolidin-1-yl)-[3,3′-bipyridine]-5-carboxamide). RXN SMILES: Br[C:2]1[C:3]([N:23]2[CH2:27][CH2:26][C@@H:25]([OH:28])[CH2:24]2)=[N:4][CH:5]=[C:6]([CH:22]=1)[C:7]([NH:9][C:10]1[CH:15]=[CH:14][C:13]([O:16][C:17]([F:20])([F:19])[F:18])=[C:12]([F:21])[CH:11]=1)=[O:8].CC1(C)C(C)(C)OB([C:37]2[CH:38]=[N:39][CH:40]=[C:41]([CH:44]=2)[C:42]#[N:43])O1>>[C:42]([C:41]1[CH:44]=[C:37]([C:2]2[C:3]([N:23]3[CH2:27][CH2:26][C@@H:25]([OH:28])[CH2:24]3)=[N:4][CH:5]=[C:6]([C:7]([NH:9][C:10]3[CH:15]=[CH:14][C:13]([O:16][C:17]([F:20])([F:19])[F:18])=[C:12]([F:21])[CH:11]=3)=[O:8])[CH:22]=2)[CH:38]=[N:39][CH:40]=1)#[N:43]. Reported procedure: The title compound was prepared in an analogous fashion to that described in Example 151 using (R)-5-bromo-N-(3-fluoro-4-(trifluoromethoxy)phenyl)-6-(3-hydroxypyrrolidin-1-yl)nicotinamide (Stage 198.1) and 5-(4,4,5,5-tetramethyl-1,3,2-dioxaborolan-2-yl)nicotinonitrile to afford a yellow solid. UPLC-MS (Condition 3) tR=1.05 min, m/z=488.3 [M+H]+, m/z=486.3 [M−H]−; 1H-NMR (400 MHz, DMSO-d6) δ ppm 1.75 (s, 1H) 1.81-1.92 (m, 1H) 2.87 (d, J=11.25 Hz, 1H) 3.15-3.27 (m, 2H) 3.33-3.44 (m, 1H) 4.21 (br. ...